From a dataset of the Open Reaction Database (ORD), a public repository of structured organic reaction records. describe an organic reaction: reactants, conditions, products, and yield The reactants are CCO, COc1ccc(-c2cccc(C(=O)N3CCN(c4ccc([N+](=O)[O-])cc4)CC3)n2)cc1OC, [Cl-], [Fe], [NH4+], O. Yields the product COc1ccc(-c2cccc(C(=O)N3CCN(c4ccc(N)cc4)CC3)n2)cc1OC. Reaction SMILES: [CH3:1][CH2:2][OH:3].[CH3:4][O:5][c:6]1[cH:7][c:8](-[c:14]2[cH:15][cH:16][cH:17][c:18]([C:20](=[O:21])[N:22]3[CH2:23][CH2:24][N:25]([c:28]4[cH:29][cH:30][c:31]([N+:34]([O-:35])=[O:36])[cH:32][cH:33]4)[CH2:26][CH2:27]3)[n:19]2)[cH:9][cH:10][c:11]1[O:12][CH3:13].[Cl-:37].[Fe:39].[NH4+:38].[OH2:40]>>[CH3:4][O:5][c:6]1[cH:7][c:8](-[c:14]2[cH:15][cH:16][cH:17][c:18]([C:20](=[O:21])[N:22]3[CH2:23][CH2:24][N:25]([c:28]4[cH:29][cH:30][c:31]([NH2:34])[cH:32][cH:33]4)[CH2:26][CH2:27]3)[n:19]2)[cH:9][cH:10][c:11]1[O:12][CH3:13].